Dataset: the Open Reaction Database (ORD), a public repository of structured organic reaction records. Task: describe an organic reaction: reactants, conditions, products, and yield Reactants: Cc1nc(C(F)(F)F)ccc1Cn1nc2c(Br)c(-c3ccc(Cl)cc3)ccn2c1=O, C1CCOC1, CC1(C)OB(c2ccc(CC#N)cc2)OC1(C)C, CCOC(C)=O, [K+], [K+], [K+], O=P([O-])([O-])[O-]. The product is Cc1nc(C(F)(F)F)ccc1Cn1nc2c(-c3ccc(CC#N)cc3)c(-c3ccc(Cl)cc3)ccn2c1=O. RXN SMILES: [Br:1][c:2]1[c:3]2[n:4]([cH:5][cH:6][c:7]1-[c:8]1[cH:9][cH:10][c:11]([Cl:14])[cH:12][cH:13]1)[c:15](=[O:30])[n:16]([CH2:18][c:19]1[c:20]([CH3:29])[n:21][c:22]([C:25]([F:26])([F:27])[F:28])[cH:23][cH:24]1)[n:17]2.[CH2:57]1[O:58][CH2:59][CH2:60][CH2:61]1.[CH3:31][C:32]1([CH3:33])[C:34]([CH3:35])([CH3:36])[O:37][B:38]([c:39]2[cH:40][cH:41][c:42]([CH2:45][C:46]#[N:47])[cH:43][cH:44]2)[O:48]1.[CH3:62][CH2:63][O:64][C:65]([CH3:66])=[O:67].[K+:54].[K+:55].[K+:56].[P:49]([O-:50])([O-:51])([O-:52])=[O:53]>>[c:2]1(-[c:39]2[cH:40][cH:41][c:42]([CH2:45][C:46]#[N:47])[cH:43][cH:44]2)[c:3]2[n:4]([cH:5][cH:6][c:7]1-[c:8]1[cH:9][cH:10][c:11]([Cl:14])[cH:12][cH:13]1)[c:15](=[O:30])[n:16]([CH2:18][c:19]1[c:20]([CH3:29])[n:21][c:22]([C:25]([F:26])([F:27])[F:28])[cH:23][cH:24]1)[n:17]2.